This data is from the Open Reaction Database (ORD), a public repository of structured organic reaction records. The task is: describe an organic reaction: reactants, conditions, products, and yield RXN SMILES: [Cl:1][C:2]1[CH:42]=[CH:41][C:5]([CH2:6][NH:7][C:8]([C:10]2[C:11](=[O:40])[C:12]3[S:19][C:18]([CH2:20][N:21]([CH2:23][CH:24]([OH:31])[C:25]4[CH:30]=[N:29][CH:28]=[CH:27][N:26]=4)[CH3:22])=[C:17]([CH2:32][O:33]CC[Si](C)(C)C)[C:13]=3[N:14]([CH3:16])[CH:15]=2)=[O:9])=[CH:4][CH:3]=1.C([O-])(O)=O.[Na+].[OH-].[Na+]>C(O)(C(F)(F)F)=O.C(Cl)Cl.C(Cl)(Cl)Cl>[Cl:1][C:2]1[CH:42]=[CH:41][C:5]([CH2:6][NH:7][C:8]([C:10]2[C:11](=[O:40])[C:12]3[S:19][C:18]([CH2:20][N:21]([CH2:23][CH:24]([OH:31])[C:25]4[CH:30]=[N:29][CH:28]=[CH:27][N:26]=4)[CH3:22])=[C:17]([CH2:32][OH:33])[C:13]=3[N:14]([CH3:16])[CH:15]=2)=[O:9])=[CH:4][CH:3]=1 |f:1.2,3.4|. The yield is 94.2%. The product is ClC1=CC=C(CNC(=O)C=2C(C3=C(N(C2)C)C(=C(S3)CN(C)CC(C3=NC=CN=C3)O)CO)=O)C=C1 (N-(4-Chlorobenzyl)-3-(hydroxymethyl)-2-{[(2-hydroxy-2-pyrazin-2-ylethyl)(methyl)amino]methyl}-4-methyl-7-oxo-4,7-dihydrothieno[3,2-b]pyridine-6-carboxamide). Starting materials: C(=O)(O)[O-].[Na+] (NaHCO3), ClC1=CC=C(CNC(=O)C=2C(C3=C(N(C2)C)C(=C(S3)CN(C)CC(C3=NC=CN=C3)O)COCC[Si](C)(C)C)=O)C=C1 (N-(4-chlorobenzyl)-2-{[(2-hydroxy-2-pyrazin-2-ylethyl)(methyl)amino]methyl}-4-methyl-7-oxo-3-{[2-(trimethylsilyl)ethoxy]methyl}-4,7-dihydrothieno[3,2-b]pyridine-6-carboxamide), [OH-].[Na+] (NaOH). Procedure: A solution of 144 mg of N-(4-chlorobenzyl)-2-{[(2-hydroxy-2-pyrazin-2-ylethyl)(methyl)amino]methyl}-4-methyl-7-oxo-3-{[2-(trimethylsilyl)ethoxy]methyl}-4,7-dihydrothieno[3,2-b]pyridine-6-carboxamide in 3 mL of 75% TFA in CH2Cl2 is stirred at room temperature for 3 h, then diluted with CHCl3 and added to stirred aq. NaHCO3. The aqueous phase is adjusted to pH 10-11 with added NaOH, then extracted with 6 portions of CHCl3. The combined organic phase is dried (Na2SO4) and concentrated under reduced... Solvent: C(=O)(C(F)(F)F)O (TFA), C(Cl)Cl (CH2Cl2), C(Cl)(Cl)Cl (CHCl3). RXN SMILES: [Br-:24].[Br-:25].[Br-:26].[Br:1][CH2:2][C:3](=[O:4])[c:5]1[cH:6][cH:7][c:8]2[c:9]([cH:23]1)[CH2:10][O:11][c:12]1[cH:13][c:14]3[c:15]([cH:16][c:17]1-2)[CH2:18][CH2:19][CH2:20][C:21]3=[O:22].[CH3:48][OH:49].[Cl:45][CH2:46][Cl:47].[nH+:27]1[cH:28][cH:29][cH:30][cH:31][cH:32]1.[nH+:33]1[cH:34][cH:35][cH:36][cH:37][cH:38]1.[nH+:39]1[cH:40][cH:41][cH:42][cH:43][cH:44]1>>[Br:1][CH2:2][C:3](=[O:4])[c:5]1[cH:6][cH:7][c:8]2[c:9]([cH:23]1)[CH2:10][O:11][c:12]1[cH:13][c:14]3[c:15]([cH:16][c:17]1-2)[CH2:18][CH2:19][CH:20]([Br:24])[C:21]3=[O:22]. Product: O=C(CBr)c1ccc2c(c1)COc1cc3c(cc1-2)CCC(Br)C3=O. The reactants are [Br-], [Br-], [Br-], O=C(CBr)c1ccc2c(c1)COc1cc3c(cc1-2)CCCC3=O, CO, ClCCl, c1cc[nH+]cc1, c1cc[nH+]cc1, c1cc[nH+]cc1. The reactants are O(C1=CC=CC=C1)P(=O)(OC1=CC=CC=C1)OC=1N(CCOC1)C(=O)OC(C)(C)C (tert-butyl 5-((diphenoxyphosphoryl)oxy)-2H-1,4-oxazine-4(3H)-carboxylate), C1(=C(C=CC=C1)B(O)O)C (o-tolylboronic acid). Yields the product C1(=C(C=CC=C1)C=1N(CCOC1)C(=O)OC(C)(C)C)C (tert-butyl 5-(o-tolyl)-2H-1,4-oxazine-4(3H)-carboxylate). The yield is 57.0%. As a reaction SMILES: O(P(O[C:18]1[N:19]([C:24]([O:26][C:27]([CH3:30])([CH3:29])[CH3:28])=[O:25])[CH2:20][CH2:21][O:22][CH:23]=1)(OC1C=CC=CC=1)=O)C1C=CC=CC=1.[C:31]1([CH3:40])[CH:36]=[CH:35][CH:34]=[CH:33][C:32]=1B(O)O>>[C:31]1([CH3:40])[CH:36]=[CH:35][CH:34]=[CH:33][C:32]=1[C:18]1[N:19]([C:24]([O:26][C:27]([CH3:28])([CH3:29])[CH3:30])=[O:25])[CH2:20][CH2:21][O:22][CH:23]=1. Procedure: This compound was prepared from tert-butyl 5-((diphenoxyphosphoryl)oxy)-2H-1,4-oxazine-4(3H)-carboxylate and o-tolylboronic acid using a procedure similar to that described in Example 2 (Steps 1-3a) above. The product was isolated as a white solid (57% yield); 1H-NMR (d6-DMSO) 0.97 (9H, s), 2.15 (3H, s), 3.69 (2H, t), 4.14 (2H, t), 6.06 (1H, s), 7.10-7.15 (4H, m); MS ES(+) 220.0 (M+-tBu). IR λmax=1694, 1365, 1165 cm−1. The reactants are mixture, C(C1=CC=CC=C1)[C@H]1N(CC[C@@H](C1)N(C(C(F)(F)F)=O)CC1=CC=NC2=CC=CC=C12)C([C@@H](NC(C)=O)CC1=CC=CC=C1)=O ((2R*,4S*)-2-benzyl-1-((S)-N-acetyl-phenylalanyl)N-(4-quinolylmethyl)-N-trifluoroacetyl-4-piperidinamine), [BH4-].[Na+] (sodium borohydride). Product: C(C1=CC=CC=C1)[C@H]1N(CC[C@@H](C1)NCC1=CC=NC2=CC=CC=C12)C([C@@H](NC(C)=O)CC1=CC=CC=C1)=O ((2R*,4S*)-2-benzyl-1-((S)-N-acetyl-phenylalanyl)-N-(4-quinolylmethyl)-4-piperidinamine). As a reaction SMILES: [CH2:1]([C@@H:8]1[CH2:13][C@@H:12]([N:14]([CH2:21][C:22]2[C:31]3[C:26](=[CH:27][CH:28]=[CH:29][CH:30]=3)[N:25]=[CH:24][CH:23]=2)C(=O)C(F)(F)F)[CH2:11][CH2:10][N:9]1[C:32](=[O:45])[C@H:33]([CH2:38][C:39]1[CH:44]=[CH:43][CH:42]=[CH:41][CH:40]=1)[NH:34][C:35](=[O:37])[CH3:36])[C:2]1[CH:7]=[CH:6][CH:5]=[CH:4][CH:3]=1.[BH4-].[Na+]>>[CH2:1]([C@@H:8]1[CH2:13][C@@H:12]([NH:14][CH2:21][C:22]2[C:31]3[C:26](=[CH:27][CH:28]=[CH:29][CH:30]=3)[N:25]=[CH:24][CH:23]=2)[CH2:11][CH2:10][N:9]1[C:32](=[O:45])[C@H:33]([CH2:38][C:39]1[CH:40]=[CH:41][CH:42]=[CH:43][CH:44]=1)[NH:34][C:35](=[O:37])[CH3:36])[C:2]1[CH:7]=[CH:6][CH:5]=[CH:4][CH:3]=1 |f:1.2|. Procedure details: 160 mg (0.259 mmol) of the mixture of (2R*,4S*)-2-benzyl-1-((S)-N-acetyl-phenylalanyl)N-(4-quinolylmethyl)-N-trifluoroacetyl-4-piperidinamine diastereomers are reacted with 39 mg (1.04 mmol) of sodium borohydride in analogy to Example 2. The title compound ##STR57## is obtained as mixture of diastereomers as white foam. TLC: methylene chloride/methanol/conc. ammonia (1000:50:1) Rf =0.22, FD-MS: M+ =520. Reactants: COC(=O)N[C@@H]([C@@H](C)CC)C(=O)O (N-methoxycarbonyl-(L)-iso-leucine), [B-](F)(F)(F)F.CN(C)C(=[N+](C)C)ON1C=CC=CC1=O (TPTU), Cl.N1=C(C=NC=C1)C1=CC=C(C=C1)CN(C[C@@H]([C@H](CC1=CC=CC=C1)NC([C@@H](NC(=O)OC)C(C)C)=O)O)N (1-[4-(pyrazin-2-yl)-phenyl]-4(S)-hydroxy-2-amino-5(S)-N-(N-methoxycarbonyl-(L)-valyl)amino-6-phenyl-2-azahexane hydrochloride), CN1CCOCC1 (NMM). Run in O1CCOCC1 (dioxane), O (water), C(C)(=O)OCC (ethyl acetate), CN(C)C=O (DMF), CN(C)C=O (DMF). Conditions: time 8 hour. Product: N1=C(C=NC=C1)C1=CC=C(C=C1)CN(C[C@@H]([C@H](CC1=CC=CC=C1)NC([C@@H](NC(=O)OC)C(C)C)=O)O)NC([C@@H](NC(=O)OC)[C@@H](C)CC)=O (1-[4-(Pyrazin-2-yl)-phenyl]-4(S)-hydroxy-2-[N-(N-methoxycarbonyl-(L)-iso-leucyl)amino]-5(S)-[N-(N-methoxycarbonyl-(L)-valyl)amino]-6-phenyl-2-azahexane). RXN SMILES: [CH3:1][O:2][C:3]([NH:5][C@H:6]([C:11]([OH:13])=O)[C@H:7]([CH2:9][CH3:10])[CH3:8])=[O:4].[B-](F)(F)(F)F.CN(C(ON1C(=O)C=CC=C1)=[N+](C)C)C.Cl.[N:35]1[CH:40]=[CH:39][N:38]=[CH:37][C:36]=1[C:41]1[CH:46]=[CH:45][C:44]([CH2:47][N:48]([NH2:72])[CH2:49][C@H:50]([OH:71])[C@@H:51]([NH:59][C:60](=[O:70])[C@H:61]([CH:67]([CH3:69])[CH3:68])[NH:62][C:63]([O:65][CH3:66])=[O:64])[CH2:52][C:53]2[CH:58]=[CH:57][CH:56]=[CH:55][CH:54]=2)=[CH:43][CH:42]=1.CN1CCOCC1>CN(C=O)C.C(OCC)(=O)C.O1CCOCC1.O>[N:35]1[CH:40]=[CH:39][N:38]=[CH:37][C:36]=1[C:41]1[CH:42]=[CH:43][C:44]([CH2:47][N:48]([NH:72][C:11](=[O:13])[C@H:6]([C@H:7]([CH2:9][CH3:10])[CH3:8])[NH:5][C:3]([O:2][CH3:1])=[O:4])[CH2:49][C@H:50]([OH:71])[C@@H:51]([NH:59][C:60](=[O:70])[C@H:61]([CH:67]([CH3:69])[CH3:68])[NH:62][C:63]([O:65][CH3:66])=[O:64])[CH2:52][C:53]2[CH:58]=[CH:57][CH:56]=[CH:55][CH:54]=2)=[CH:45][CH:46]=1 |f:1.2,3.4|. Reported procedure: 142 mg (0.75 mmol) of N-methoxycarbonyl-(L)-iso-leucine and 223 mg (0.75 mmol) of TPTU in 3 ml of DMF are stirred at room temperature for 10 min and then a solution of 473 mg (0.75 mmol) of 1-[4-(pyrazin-2-yl)-phenyl]-4(S)-hydroxy-2-amino-5(S)-N-(N-methoxycarbonyl-(L)-valyl)amino-6-phenyl-2-azahexane hydrochloride (Example 40g) and 0.33 ml of NMM in 3 ml of DMF is added. The mixture is stirred at room temperature overnight. Working up is carried out by the slow, dropwise addition of the reaction...